Dataset: the Open Reaction Database (ORD), a public repository of structured organic reaction records. Task: describe an organic reaction: reactants, conditions, products, and yield Starting materials: ClC=1C=C2C(=NC1C1=CC=C(C=C1)B1OC(C(O1)(C)C)(C)C)N(C(=N2)O[C@@H]2CO[C@H]1[C@@H]2OC[C@H]1O)COCC[Si](C)(C)C ((3R,3aR,6R,6aR)-6-(6-chloro-5-(4-(4,4,5,5-tetramethyl-1,3,2-dioxaborolan-2-yl)phenyl)-3-(2-trimethylsilanyl-ethoxymethyl)-3H-imidazo[4,5-b]pyridin-2-yloxy)hexahydrofuro[3,2-b]furan-3-ol), BrC1=CC=C(C=C1)N=S(=O)(NC)C (N′-(4-bromophenyl)-N-methyl-methanesulfonimidamide), Intermediate 3. Product: O[C@@H]1CO[C@H]2[C@@H]1OC[C@H]2OC2=NC=1C(=NC(=C(C1)Cl)C1=CC=C(C=C1)C1=CC=C(C=C1)N=S(=O)(NC)C)N2COCC[Si](C)(C)C (N′-{4-[4-(2-{[(3R,3aR,6R,6aR)-6-Hydroxy-hexahydrofuro[3,2-b]furan-3-yl]oxy}-6-chloro-3-{[2-(trimethylsilyl)ethoxy]methyl}-3H-imidazo[4,5-b]pyridin-5-yl)phenyl]phenyl}-N-methyl-methanesulfonimidamide). Reaction SMILES: [Cl:1][C:2]1[CH:3]=[C:4]2[N:25]=[C:24]([O:26][C@H:27]3[C@H:31]4[O:32][CH2:33][C@@H:34]([OH:35])[C@H:30]4[O:29][CH2:28]3)[N:23]([CH2:36][O:37][CH2:38][CH2:39][Si:40]([CH3:43])([CH3:42])[CH3:41])[C:5]2=[N:6][C:7]=1[C:8]1[CH:13]=[CH:12][C:11](B2OC(C)(C)C(C)(C)O2)=[CH:10][CH:9]=1.Br[C:45]1[CH:50]=[CH:49][C:48]([N:51]=[S:52]([CH3:56])([NH:54][CH3:55])=[O:53])=[CH:47][CH:46]=1>>[OH:35][C@H:34]1[C@H:30]2[O:29][CH2:28][C@@H:27]([O:26][C:24]3[N:23]([CH2:36][O:37][CH2:38][CH2:39][Si:40]([CH3:43])([CH3:41])[CH3:42])[C:5]4=[N:6][C:7]([C:8]5[CH:13]=[CH:12][C:11]([C:45]6[CH:46]=[CH:47][C:48]([N:51]=[S:52]([CH3:56])([NH:54][CH3:55])=[O:53])=[CH:49][CH:50]=6)=[CH:10][CH:9]=5)=[C:2]([Cl:1])[CH:3]=[C:4]4[N:25]=3)[C@H:31]2[O:32][CH2:33]1. Procedure details: The title compound is prepared from (3R,3aR,6R,6aR)-6-(6-chloro-5-(4-(4,4,5,5-tetramethyl-1,3,2-dioxaborolan-2-yl)phenyl)-3-(2-trimethylsilanyl-ethoxymethyl)-3H-imidazo[4,5-b]pyridin-2-yloxy)hexahydrofuro[3,2-b]furan-3-ol and N′-(4-bromophenyl)-N-methyl-methanesulfonimidamide following a procedure analogous to that described for Intermediate 3 (Step 3). LC (method 1): tR=1.07 min; Mass spectrum (ESI+): m/z=686 [M+H]+. The reactants are CC1=NN(C(=C1)N)C1=CC2=CC=CC=C2C=C1F (3-methyl-1-(3-fluoro-2-naphthyl)-5-amino-1H-pyrazole), BrCC1=CC=C(C#N)C=C1 (4-bromomethylbenzonitrile), C(=O)([O-])[O-].[Cs+].[Cs+] (Cs2CO3). The solvent is CCOC(=O)C (EtOAc), CN(C)C=O (DMF). Conditions: temperature 50 celsius, time 8 hour. The product is CC1=NN(C(=C1)NCC1=CC=C(C=C1)C#N)C1=CC2=CC=CC=C2C=C1F (3-methyl-1-(3-fluoro-2-naphthyl)-5-((4-cyanophenyl)methylamino)-1H-pyrazole). Reaction SMILES: [CH3:1][C:2]1[CH:6]=[C:5]([NH2:7])[N:4]([C:8]2[C:17]([F:18])=[CH:16][C:15]3[C:10](=[CH:11][CH:12]=[CH:13][CH:14]=3)[CH:9]=2)[N:3]=1.Br[CH2:20][C:21]1[CH:28]=[CH:27][C:24]([C:25]#[N:26])=[CH:23][CH:22]=1.C([O-])([O-])=O.[Cs+].[Cs+]>CN(C=O)C.CCOC(C)=O>[CH3:1][C:2]1[CH:6]=[C:5]([NH:7][CH2:20][C:21]2[CH:28]=[CH:27][C:24]([C:25]#[N:26])=[CH:23][CH:22]=2)[N:4]([C:8]2[C:17]([F:18])=[CH:16][C:15]3[C:10](=[CH:11][CH:12]=[CH:13][CH:14]=3)[CH:9]=2)[N:3]=1 |f:2.3.4|. Procedure: To the mixture of 3-methyl-1-(3-fluoro-2-naphthyl)-5-amino-1H-pyrazole (200 mg, 0.48 mmol) and 4-bromomethylbenzonitrile (140 mg, 0.72 mmol) in 5 mL DMF was added Cs2CO3 (234 mg, 0.72 mmol). The mixture was stirred for overnight at 50° C. It was diluted with 200 mL EtOAc, washed with water ×2, dried, evaporated in vacuuo, purified using flash column to afford 3-methyl-1-(3-fluoro-2-naphthyl)-5-((4-cyanophenyl)methylamino)-1H-pyrazole. ES-MS: (M+H)+357.